Task: describe an organic reaction: reactants, conditions, products, and yield. Dataset: the Open Reaction Database (ORD), a public repository of structured organic reaction records The reactants are C(CCC)N(CCCC)CCCC (tri-n-butylamine), ClCC1=CC=C(C=C1)CCl (α,α'-dichloro-p-xylene). The solvent is CO (methanol). The product is [Cl-].ClCC1=CC=C(C[N+](CCCC)(CCCC)CCCC)C=C1 (4-(Chloromethyl)benzyltri-n-butylammonium chloride). Reaction SMILES: [CH2:1]([N:5]([CH2:10][CH2:11][CH2:12][CH3:13])[CH2:6][CH2:7][CH2:8][CH3:9])[CH2:2][CH2:3][CH3:4].[Cl:14][CH2:15][C:16]1[CH:21]=[CH:20][C:19]([CH2:22][Cl:23])=[CH:18][CH:17]=1>CO>[Cl-:14].[Cl:23][CH2:22][C:19]1[CH:20]=[CH:21][C:16]([CH2:15][N+:5]([CH2:6][CH2:7][CH2:8][CH3:9])([CH2:10][CH2:11][CH2:12][CH3:13])[CH2:1][CH2:2][CH2:3][CH3:4])=[CH:17][CH:18]=1 |f:3.4|. Procedure: A mixture of tri-n-butylamine (6 g, 32.2 mmol) and α,α'-dichloro-p-xylene (8 g, 46.0 mmol) in methanol (50 mL) was refluxed for 15 h after which time TLC examination showed completion of the reaction. Methanol was removed under reduced pressure to give an oily residue. The colorless oil was washed several times with toluene and hexane and then dried. The product obtained was used without further purification.